Dataset: the Open Reaction Database (ORD), a public repository of structured organic reaction records. Task: describe an organic reaction: reactants, conditions, products, and yield Procedure: Prepared following the procedure described in Intermediate 14, starting from 1-bromo-2,4-difluorobenzene, where the crude product was purified by column chromatography (PE:EtOAc=50:1) to afford Intermediate 21 (250 mg, yield 19%). The product is FC1=C(C=CC(=C1)F)C(CC1=CC=CC=C1)=O (1-(2,4-difluorophenyl)-2-phenylethanone). The yield is 19.0%. As a reaction SMILES: C1(C2C=CC=CC=2)C=CC([C:7](=[O:15])[CH2:8][C:9]2[CH:14]=[CH:13][CH:12]=[CH:11][CH:10]=2)=CC=1.Br[C:23]1[CH:28]=[CH:27][C:26]([F:29])=[CH:25][C:24]=1[F:30]>>[F:30][C:24]1[CH:25]=[C:26]([F:29])[CH:27]=[CH:28][C:23]=1[C:7](=[O:15])[CH2:8][C:9]1[CH:14]=[CH:13][CH:12]=[CH:11][CH:10]=1. The reactants are C1(=CC=C(C=C1)C(CC1=CC=CC=C1)=O)C1=CC=CC=C1 (1-(biphenyl-4-yl)-2-phenylethanone), BrC1=C(C=C(C=C1)F)F (1-bromo-2,4-difluorobenzene), crude product. Starting materials: CC(NC(=O)c1nc(Br)c2ccccc2c1O)C(=O)O, CN1CCCC1=O, Sc1ccc(Cl)cc1. The product is CC(NC(=O)c1nc(Sc2ccc(Cl)cc2)c2ccccc2c1O)C(=O)O. Reaction SMILES: [Br:1][c:2]1[n:3][c:4]([C:13](=[O:14])[NH:15][CH:16]([C:17](=[O:18])[OH:19])[CH3:20])[c:5]([OH:12])[c:6]2[cH:7][cH:8][cH:9][cH:10][c:11]12.[CH3:29][N:30]1[CH2:31][CH2:32][CH2:33][C:34]1=[O:35].[Cl:21][c:22]1[cH:23][cH:24][c:25]([SH:28])[cH:26][cH:27]1>>[c:2]1([S:28][c:25]2[cH:24][cH:23][c:22]([Cl:21])[cH:27][cH:26]2)[n:3][c:4]([C:13](=[O:14])[NH:15][CH:16]([C:17](=[O:18])[OH:19])[CH3:20])[c:5]([OH:12])[c:6]2[cH:7][cH:8][cH:9][cH:10][c:11]12. Reactants: N1([C@@H](CCC1=O)C(=O)N[C@@H](CC(C)C)C(=O)O)C(=O)OCC1=CC=CC=C1.N1CCCCC1 (Z-Glp-Leu piperidine), [H][H] (hydrogen). RXN SMILES: [N:1]1(C(OCC2C=CC=CC=2)=O)[C:5](=[O:6])[CH2:4][CH2:3][C@H:2]1[C:7]([NH:9][C@H:10]([C:15]([OH:17])=[O:16])[CH2:11][CH:12]([CH3:14])[CH3:13])=[O:8].[NH:28]1[CH2:33][CH2:32][CH2:31][CH2:30][CH2:29]1.[H][H]>CO.[Pd]>[NH:1]1[C:5](=[O:6])[CH2:4][CH2:3][C@H:2]1[C:7]([NH:9][C@H:10]([C:15]([OH:17])=[O:16])[CH2:11][CH:12]([CH3:14])[CH3:13])=[O:8].[NH:28]1[CH2:33][CH2:32][CH2:31][CH2:30][CH2:29]1 |f:0.1,5.6|. Solvent: CO (methanol). Reported procedure: 2.0 g (4.51 mmoles) of Z-Glp-Leu-piperidine are dissolved in 40 ml of methanol, 0.4 g of a 10% palladium-on-carbon catalyst are added to the solution, and hydrogen is bubbled through the mixture for one hour. The catalyst is filtered off, the filtrate is evaporated, and the residue is crystallized from ether. 1.12 g (81%) of Glp-Leu-piperidine are obtained; m.p.: 99°-100° C., Rf5 =0.71, [α]D25 =+30.4° (c=1%, in acetic acid). Analysis for amino acids: Glu=0.95 (1.0), Leu=1.00 (1.0). Yield: 75.8%. The reagents and catalysts are [Pd] (palladium-on-carbon). Yields the product N1[C@@H](CCC1=O)C(=O)N[C@@H](CC(C)C)C(=O)O.N1CCCCC1 (Glp-Leu piperidine). The reactants are COC(=O)c1ccc(Cn2ccc(C3=NC(C)(C)Cc4cc(OC)c5c(c43)CC(C)(C)O5)cc2=O)cc1, NCCO, O, Cc1ccccc1C. Product: COc1cc2c(c3c1OC(C)(C)C3)C(c1ccn(Cc3ccc(C(=O)NCCO)cc3)c(=O)c1)=NC(C)(C)C2. Reaction SMILES: [CH3:1][O:2][C:3]([c:4]1[cH:5][cH:6][c:7]([CH2:10][n:11]2[c:12](=[O:36])[cH:13][c:14]([C:17]3=[N:18][C:19]([CH3:34])([CH3:35])[CH2:20][c:21]4[cH:22][c:23]([O:32][CH3:33])[c:24]5[c:25]([c:26]43)[CH2:27][C:28]([CH3:30])([CH3:31])[O:29]5)[cH:15][cH:16]2)[cH:8][cH:9]1)=[O:37].[NH2:38][CH2:39][CH2:40][OH:41].[OH2:42].[c:43]1([CH3:44])[c:45]([CH3:46])[cH:47][cH:48][cH:49][cH:50]1>>[C:3]([c:4]1[cH:5][cH:6][c:7]([CH2:10][n:11]2[c:12](=[O:36])[cH:13][c:14]([C:17]3=[N:18][C:19]([CH3:34])([CH3:35])[CH2:20][c:21]4[cH:22][c:23]([O:32][CH3:33])[c:24]5[c:25]([c:26]43)[CH2:27][C:28]([CH3:30])([CH3:31])[O:29]5)[cH:15][cH:16]2)[cH:8][cH:9]1)(=[O:37])[NH:38][CH2:39][CH2:40][OH:41]. The product is O=C(Nc1ccn(Cc2ccc(OCCCCCCCO)cc2Cl)n1)c1c(F)cccc1F. As a reaction SMILES: [Br:32][CH2:33][CH2:34][CH2:35][CH2:36][CH2:37][CH2:38][CH2:39][OH:40].[CH3:26][C:27]([CH3:28])([O-:29])[CH3:30].[CH3:41][C:42]#[N:43].[CH3:44][S:45]([CH3:46])=[O:47].[Cl:1][c:2]1[c:3]([CH2:9][n:10]2[n:11][c:12]([NH:15][C:16]([c:17]3[c:18]([F:24])[cH:19][cH:20][cH:21][c:22]3[F:23])=[O:25])[cH:13][cH:14]2)[cH:4][cH:5][c:6]([OH:8])[cH:7]1.[K+:31]>>[Cl:1][c:2]1[c:3]([CH2:9][n:10]2[n:11][c:12]([NH:15][C:16]([c:17]3[c:18]([F:24])[cH:19][cH:20][cH:21][c:22]3[F:23])=[O:25])[cH:13][cH:14]2)[cH:4][cH:5][c:6]([O:8][CH2:33][CH2:34][CH2:35][CH2:36][CH2:37][CH2:38][CH2:39][OH:40])[cH:7]1. The reactants are OCCCCCCCBr, CC(C)(C)[O-], CC#N, CS(C)=O, O=C(Nc1ccn(Cc2ccc(O)cc2Cl)n1)c1c(F)cccc1F, [K+]. The reactants are furo[2,3-g][1,4]benzodioxine 8,3-indol, BrCC=1OC(=CC1)C(F)(F)F (2-(bromomethyl)-5-(trifluoromethyl)furan), CC1=NOC2=C1C=C1C(=C2)OCC12C(NC1=CC=CC=C21)=O (3-methylspiro[furo[3,2-f][1,2]benzisoxazole-5,3′-indol]-2′(1′H)-one), C(C)(C)(C)OC(NC1=NC=C(C=C1)CBr)=O (tert-butyl[5-(bromomethyl)pyridin-2-yl]carbamate). Product: O=C1N(C2=CC=CC=C2C12COC1=CC3=C(OCCO3)C=C12)CC=1C=CC(=NC1)NC(OC(C)(C)C)=O (tert-butyl {5-[(2′-oxo-2,3-dihydrospiro[furo[2,3-g][1,4]benzodioxine-8,3′-indol]-1′(2′H)-yl)methyl]pyridin-2-yl}carbamate). As a reaction SMILES: CC1[C:6]2[CH:7]=[C:8]3[C:13]4([C:21]5[C:16](=[CH:17][CH:18]=[CH:19][CH:20]=5)[NH:15][C:14]4=[O:22])[CH2:12][O:11][C:9]3=[CH:10][C:5]=2[O:4]N=1.[C:23]([O:27][C:28](=[O:38])[NH:29][C:30]1[CH:35]=[CH:34][C:33]([CH2:36]Br)=[CH:32][N:31]=1)([CH3:26])([CH3:25])[CH3:24].Br[CH2:40][C:41]1[O:42]C(C(F)(F)F)=CC=1>>[O:22]=[C:14]1[C:13]2([C:8]3[C:9](=[CH:10][C:5]4[O:4][CH2:40][CH2:41][O:42][C:6]=4[CH:7]=3)[O:11][CH2:12]2)[C:21]2[C:16](=[CH:17][CH:18]=[CH:19][CH:20]=2)[N:15]1[CH2:36][C:33]1[CH:34]=[CH:35][C:30]([NH:29][C:28](=[O:38])[O:27][C:23]([CH3:26])([CH3:25])[CH3:24])=[N:31][CH:32]=1. Procedure: Following the procedure as described in EXAMPLE 9 and making non-critical variations using 2,3-dihydrospiro[furo[2,3-g][1,4]benzodioxine-8,3-indol]-2′(1′H)-one to replace 3-methylspiro[furo[3,2-f][1,2]benzisoxazole-5,3′-indol]-2′(1′H)-one, and tert-butyl[5-(bromomethyl)pyridin-2-yl]carbamate to replace 2-(bromomethyl)-5-(trifluoromethyl)furan, tert-butyl {5-[(2′-oxo-2,3-dihydrospiro[furo[2,3-g][1,4]benzodioxine-8,3′-indol]-1′(2′H)-yl)methyl]pyridin-2-yl}carbamate was obtained (74%) as a colorles...